From a dataset of the Open Reaction Database (ORD), a public repository of structured organic reaction records. describe an organic reaction: reactants, conditions, products, and yield Reactants: 2-triphenylphosphonium 1-methyl-1H-imidazole chloride, CC(C)([O-])C.[K+] (potassium tert-butoxide), N=1C=CN2C1C=C(C=C2)C=O (imidazo[1,2-a]pyridine-7-carbaldehyde), O (water). The solvent is O1CCCC1 (tetrahydrofuran), O1CCCC1 (tetrahydrofuran), O1CCCC1 (tetrahydrofuran). Conditions: time 2 hour. Yields the product CN1C(=NC=C1)/C=C/C1=CC=2N(C=C1)C=CN2 (7-[(E)-2-(1-methyl-1H-imidazol-2-yl)-vinyl]-imidazo[1,2-a]pyridine). Reaction SMILES: C[C:2]([CH3:5])([O-])C.[K+].[N:7]1[CH:8]=[CH:9][N:10]2[CH:15]=[CH:14][C:13]([CH:16]=O)=[CH:12][C:11]=12.O>O1CCCC1>[CH3:11][N:7]1[CH:8]=[CH:9][N:10]=[C:2]1/[CH:5]=[CH:16]/[C:13]1[CH:14]=[CH:15][N:10]2[CH:9]=[CH:8][N:7]=[C:11]2[CH:12]=1 |f:0.1|. Procedure details: To a stirred solution of 2-triphenylphosphonium-1-methyl-1H-imidazole chloride (656 mg, 1.6 mmol, 1 equiv) in tetrahydrofuran (5 ml) at room temperature was added dropwise a solution of potassium tert-butoxide in tetrahydrofuran (1M, 3.3 ml, 3.3 mmol, 2 equiv). This brightly orange mixture was stirred thus for 2 hours and then a solution of imidazo[1,2-a]pyridine-7-carbaldehyde (245 mg, 1.7 mmol, 1 equiv) in tetrahydrofuran (8 ml) was added and the lightly coloured mixture was stirred at room te... Procedure: 6.8 grams (28.4 mmole, 1.0 eq.) of product from step B was dissolved in 60 ml of methanol. 680 mg of 10% palladium on carbon (0.64 mmole, 0.023 eq.) was added and the stirring suspension was evacuated and charged with hydrogen. After 16 hours the catalyst was filtered over celite and the filtrate evaporated. The title compound (4.3 grams) was recovered by recrystallization from dichloromethane/hexanes. Reaction SMILES: [CH:1]([C:4]1[CH:9]=[C:8]([O:10]CC2C=CC=CC=2)[CH:7]=[CH:6][C:5]=1[OH:18])=[CH:2][CH3:3]>CO.[Pd]>[CH2:1]([C:4]1[CH:9]=[C:8]([OH:10])[CH:7]=[CH:6][C:5]=1[OH:18])[CH2:2][CH3:3]. Reagents/catalysts: [Pd] (palladium on carbon). The solvent is CO (methanol). Reactants: C(=CC)C1=C(C=CC(=C1)OCC1=CC=CC=C1)O (2-propenyl-4-benzyloxyphenol). Yields the product C(CC)C1=C(O)C=CC(=C1)O (2-propylhydroquinone). Reactants: CC1=C(C(=NO1)OCC(=O)O)Br (5-methyl-4-bromo-3-isoxazolyloxyacetic acid), C(C)(C)OC(C)C (diisopropyl ether), [N+](=O)(O)[O-].O([N+](=O)[O-])CCN (nitroxyethylamine nitrate). Yields the product O([N+](=O)[O-])CCNC(COC1=NOC(=C1Br)C)=O (N-(2-Nitroxyethyl)-5-methyl-4-bromo-3-isoxazolyloxyacetamide). Isolated yield 40.9%. As a reaction SMILES: [CH3:1][C:2]1[O:6][N:5]=[C:4]([O:7][CH2:8][C:9]([OH:11])=O)[C:3]=1[Br:12].[N+]([O-])(O)=O.[O:17]([CH2:21][CH2:22][NH2:23])[N+:18]([O-:20])=[O:19].C(OC(C)C)(C)C>>[O:17]([CH2:21][CH2:22][NH:23][C:9](=[O:11])[CH2:8][O:7][C:4]1[C:3]([Br:12])=[C:2]([CH3:1])[O:6][N:5]=1)[N+:18]([O-:20])=[O:19] |f:1.2|. Reported procedure: Following a similar treatment to that in Example 2 and using 472 mg of 5-methyl-4-bromo-3-isoxazolyloxyacetic acid and 338 mg of nitroxyethylamine nitrate, 265 mg of the title compound was obtained as colorless needles (solvent for recrystallization; diisopropyl ether). Reactants: IC=1C(=NN(C1)CC1=CC(=C(C=C1)[N+](=O)[O-])C)C(F)(F)F (4-Iodo-1-(3-methyl-4-nitrobenzyl)-3-trifluoromethyl-1H-pyrazole), FC(C(C(C(I)(F)F)(F)F)(F)F)(F)F (nonafluoro-1-iodobutane), CN(C)C=O (DMF). Reagents/catalysts: [Cu] (copper). Run in C1(=CC=CC=C1)C (toluene). Run at temperature 132.5 celsius, time 8 hour. Yields the product CC=1C=C(CN2N=C(C(=C2)C(C(C(C(F)(F)F)(F)F)(F)F)(F)F)C(F)(F)F)C=CC1[N+](=O)[O-] (1-(3-methyl-4-nitrobenzyl)-4-nonafluorobutyl-3-trifluoromethyl-1H-pyrazole). Isolated yield 49.6%. As a reaction SMILES: I[C:2]1[C:3]([C:18]([F:21])([F:20])[F:19])=[N:4][N:5]([CH2:7][C:8]2[CH:13]=[CH:12][C:11]([N+:14]([O-:16])=[O:15])=[C:10]([CH3:17])[CH:9]=2)[CH:6]=1.[F:22][C:23]([F:35])([F:34])[C:24]([F:33])([F:32])[C:25]([F:31])([F:30])[C:26]([F:29])([F:28])I.CN(C=O)C>C1(C)C=CC=CC=1.[Cu]>[CH3:17][C:10]1[CH:9]=[C:8]([CH:13]=[CH:12][C:11]=1[N+:14]([O-:16])=[O:15])[CH2:7][N:5]1[CH:6]=[C:2]([C:26]([F:29])([F:28])[C:25]([F:30])([F:31])[C:24]([F:32])([F:33])[C:23]([F:35])([F:34])[F:22])[C:3]([C:18]([F:21])([F:20])[F:19])=[N:4]1. Reported procedure: 4-Iodo-1-(3-methyl-4-nitrobenzyl)-3-trifluoromethyl-1H-pyrazole (2.47 g), copper powder (1.14 g), nonafluoro-1-iodobutane (4.15 g) and DMF (16 ml) were set in an autoclave and heated and stirred for 8 hours, maintaining the inside temperature of 130-135° C. After cooling to room temperature, the reaction mixture was diluted with toluene (50 ml) and an insoluble matter was filtered with Celite and washed with toluene. The filtrate was concentrated under the reduced pressure and the obtained resid... Reactants: COC(=O)CCCCCCN(Cc1ccc(-n2ccnc2)cc1)S(=O)(=O)c1ccccn1, CC(C)=O, O=P([O-])([O-])[O-]. Product: O=C(O)CCCCCCN(Cc1ccc(-n2ccnc2)cc1)S(=O)(=O)c1ccccn1. RXN SMILES: [CH3:1][O:2][C:3]([CH2:4][CH2:5][CH2:6][CH2:7][CH2:8][CH2:9][N:10]([S:11](=[O:12])(=[O:13])[c:14]1[n:15][cH:16][cH:17][cH:18][cH:19]1)[CH2:20][c:21]1[cH:22][cH:23][c:24](-[n:27]2[cH:28][n:29][cH:30][cH:31]2)[cH:25][cH:26]1)=[O:32].[CH3:38][C:39](=[O:40])[CH3:41].[O-:33][P:34](=[O:35])([O-:36])[O-:37]>>[O:2]=[C:3]([CH2:4][CH2:5][CH2:6][CH2:7][CH2:8][CH2:9][N:10]([S:11](=[O:12])(=[O:13])[c:14]1[n:15][cH:16][cH:17][cH:18][cH:19]1)[CH2:20][c:21]1[cH:22][cH:23][c:24](-[n:27]2[cH:28][n:29][cH:30][cH:31]2)[cH:25][cH:26]1)[OH:32]. The reactants are CC(=O)O, [Na+], O=C1Nc2ccccc2C2(CCN(C3CCC4(CC3)OCCO4)CC2)O1, [OH-], O. The product is O=C1CCC(N2CCC3(CC2)OC(=O)Nc2ccccc23)CC1. Reaction SMILES: [CH3:29][C:30](=[O:31])[OH:32].[Na+:28].[O:1]1[CH2:3][CH2:2][O:4][C:5]12[CH2:6][CH2:7][CH:8]([N:11]1[CH2:12][CH2:13][C:14]3([c:15]4[c:16]([cH:21][cH:22][cH:23][cH:24]4)[NH:17][C:18](=[O:20])[O:19]3)[CH2:25][CH2:26]1)[CH2:9][CH2:10]2.[OH-:27].[OH2:33]>>[O:4]=[C:5]1[CH2:6][CH2:7][CH:8]([N:11]2[CH2:12][CH2:13][C:14]3([c:15]4[c:16]([cH:21][cH:22][cH:23][cH:24]4)[NH:17][C:18](=[O:20])[O:19]3)[CH2:25][CH2:26]2)[CH2:9][CH2:10]1.